This data is from the Open Reaction Database (ORD), a public repository of structured organic reaction records. The task is: describe an organic reaction: reactants, conditions, products, and yield Starting materials: CC(C)O, [K+], CCOC(=O)N1CCC(NC(=O)c2cc(N)c(Cl)cc2OC)C(OC)C1, [OH-]. Product: COc1cc(Cl)c(N)cc1C(=O)NC1CCNCC1OC. RXN SMILES: [CH3:29][CH:30]([OH:31])[CH3:32].[K+:28].[NH2:1][c:2]1[c:3]([Cl:26])[cH:4][c:5]([O:24][CH3:25])[c:6]([C:7](=[O:8])[NH:9][CH:10]2[CH:11]([O:21][CH3:22])[CH2:12][N:13]([C:16]([O:17][CH2:18][CH3:19])=[O:20])[CH2:14][CH2:15]2)[cH:23]1.[OH-:27]>>[NH2:1][c:2]1[c:3]([Cl:26])[cH:4][c:5]([O:24][CH3:25])[c:6]([C:7](=[O:8])[NH:9][CH:10]2[CH:11]([O:21][CH3:22])[CH2:12][NH:13][CH2:14][CH2:15]2)[cH:23]1.